Dataset: the Open Reaction Database (ORD), a public repository of structured organic reaction records. Task: describe an organic reaction: reactants, conditions, products, and yield The reactants are C, Cc1oc(-c2ccccc2)nc1COc1ccc([N+](=O)[O-])cc1F, C1CCOC1, [Pd]. The product is Cc1oc(-c2ccccc2)nc1COc1ccc(N)cc1F. As a reaction SMILES: [C:25].[F:1][c:2]1[cH:3][c:4]([N+:22]([O-:23])=[O:24])[cH:5][cH:6][c:7]1[O:8][CH2:9][c:10]1[n:11][c:12](-[c:16]2[cH:17][cH:18][cH:19][cH:20][cH:21]2)[o:13][c:14]1[CH3:15].[O:27]1[CH2:28][CH2:29][CH2:30][CH2:31]1.[Pd:26]>>[F:1][c:2]1[cH:3][c:4]([NH2:22])[cH:5][cH:6][c:7]1[O:8][CH2:9][c:10]1[n:11][c:12](-[c:16]2[cH:17][cH:18][cH:19][cH:20][cH:21]2)[o:13][c:14]1[CH3:15]. The reactants are BrCC1=C(C=CC=C1)[N+](=O)[O-] (1-(bromomethyl)-2-nitrobenzene), ClC=1C=NC=C(C1NC1=CC(OC2=C(C(=CC=C12)OC)O)=O)Cl (4-(3,5-dichloropyridin-4-ylamino)-8-hydroxy-7-methoxy-2H-chromen-2-one). The product is ClC=1C=NC=C(C1NC1=CC(OC2=C(C(=CC=C12)OC)OCC1=C(C=CC=C1)[N+](=O)[O-])=O)Cl (4-(3,5-Dichloropyridin-4-ylamino)-7-methoxy-8-(2-nitrobenzyloxy)-2H-chromen-2-one). As a reaction SMILES: Br[CH2:2][C:3]1[CH:8]=[CH:7][CH:6]=[CH:5][C:4]=1[N+:9]([O-:11])=[O:10].[Cl:12][C:13]1[CH:14]=[N:15][CH:16]=[C:17]([Cl:34])[C:18]=1[NH:19][C:20]1[C:29]2[C:24](=[C:25]([OH:32])[C:26]([O:30][CH3:31])=[CH:27][CH:28]=2)[O:23][C:22](=[O:33])[CH:21]=1>>[Cl:12][C:13]1[CH:14]=[N:15][CH:16]=[C:17]([Cl:34])[C:18]=1[NH:19][C:20]1[C:29]2[C:24](=[C:25]([O:32][CH2:2][C:3]3[CH:8]=[CH:7][CH:6]=[CH:5][C:4]=3[N+:9]([O-:11])=[O:10])[C:26]([O:30][CH3:31])=[CH:27][CH:28]=2)[O:23][C:22](=[O:33])[CH:21]=1. Procedure details: The title compound was prepared from 1-(bromomethyl)-2-nitrobenzene and 4-(3,5-dichloropyridin-4-ylamino)-8-hydroxy-7-methoxy-2H-chromen-2-one (Example 29) following the procedure outlined in Example 25. 1H NMR (400 MHz, DMSO-d6): δ 9.55 (s, 1H), 8.81 (s, 2H), 8.12 (dd, 1H), 8.05 (d, 1H), 7.99 (d, 1H), 7.82 (td, 1H), 7.62 (td, 1H), 7.22 (d, 1H), 5.43 (s, 2H), 4.65 (s, 1H), (s, 3H); MS (ESI): 487.8. The reactants are C(#N)C1=CC=C(C=C1)C1=CC=C(C=C1)O (4'-cyano-4-hydroxy-biphenyl), N1=CC=CC=C1 (pyridine), C(CCC)(=O)Cl (butyric acid chloride). Solvent: C1=CC=CC=C1 (benzene). Conditions: time 2 minute. Yields the product C(CCC)(=O)OC1=CC=C(C=C1)C1=CC=C(C=C1)C#N (4'-cyano-4-biphenylyl butyrate). RXN SMILES: [C:1]([C:3]1[CH:8]=[CH:7][C:6]([C:9]2[CH:14]=[CH:13][C:12]([OH:15])=[CH:11][CH:10]=2)=[CH:5][CH:4]=1)#[N:2].N1C=CC=CC=1.[C:22](Cl)(=[O:26])[CH2:23][CH2:24][CH3:25]>C1C=CC=CC=1>[C:22]([O:15][C:12]1[CH:13]=[CH:14][C:9]([C:6]2[CH:5]=[CH:4][C:3]([C:1]#[N:2])=[CH:8][CH:7]=2)=[CH:10][CH:11]=1)(=[O:26])[CH2:23][CH2:24][CH3:25]. Procedure: 0.390 G. of 4'-cyano-4-hydroxy-biphenyl are dissolved in 4.0 ml. of absolute pyridine and cooled to -10° with stirring. 0.255 G. of butyric acid chloride are added dropwise thereto over a period of 2 minutes. The temperature rises to 0° and pyridine hydrochloride precipitates out. Subsequently, the mixture is stirred overnight at room temperature and the suspension poured on to a mixture of 12 g. of ice and 12 ml. of 20% hydrochloric acid. Thereafter, this mixture is extracted three times with e... Reactants: C1CCOC1, CC[Mg+], [Cl-], Cl, O=C(Cl)c1ccc([N+](=O)[O-])cc1, O, c1ccc(P(c2ccccc2)(c2ccccc2)[Pd](P(c2ccccc2)(c2ccccc2)c2ccccc2)(P(c2ccccc2)(c2ccccc2)c2ccccc2)P(c2ccccc2)(c2ccccc2)c2ccccc2)cc1. Yields the product CCC(=O)c1ccc([N+](=O)[O-])cc1. RXN SMILES: [CH2:18]1[O:19][CH2:20][CH2:21][CH2:22]1.[CH2:2]([CH3:3])[Mg+:4].[Cl-:1].[ClH:17].[N+:5](=[O:6])([O-:7])[c:8]1[cH:9][cH:10][c:11]([C:12](=[O:13])[Cl:14])[cH:15][cH:16]1.[OH2:23].[cH:24]1[cH:25][cH:26][c:27]([P:28]([Pd:29]([P:30]([c:31]2[cH:32][cH:33][cH:34][cH:35][cH:36]2)([c:37]2[cH:38][cH:39][cH:40][cH:41][cH:42]2)[c:43]2[cH:44][cH:45][cH:46][cH:47][cH:48]2)([P:49]([c:50]2[cH:51][cH:52][cH:53][cH:54][cH:55]2)([c:56]2[cH:57][cH:58][cH:59][cH:60][cH:61]2)[c:62]2[cH:63][cH:64][cH:65][cH:66][cH:67]2)[P:68]([c:69]2[cH:70][cH:71][cH:72][cH:73][cH:74]2)([c:75]2[cH:76][cH:77][cH:78][cH:79][cH:80]2)[c:81]2[cH:82][cH:83][cH:84][cH:85][cH:86]2)([c:87]2[cH:88][cH:89][cH:90][cH:91][cH:92]2)[c:93]2[cH:94][cH:95][cH:96][cH:97][cH:98]2)[cH:99][cH:100]1>>[CH2:2]([CH3:3])[C:12]([c:11]1[cH:10][cH:9][c:8]([N+:5](=[O:6])[O-:7])[cH:16][cH:15]1)=[O:13]. Reactants: FC(C1CCC(NC1)=O)(F)F (5-(trifluoromethyl)piperidin-2-one), C([O-])([O-])=O.[Cs+].[Cs+] (caesium carbonate), OC1=C(C=NO)C=CC=C1 (2-hydroxybenzaldehyde-oxime), FC1=C(CN2N=C(C=3C2=NC=CC3)C=3N=C(C2=C(N3)NC(C2(C)C)=O)I)C=CC=C1 (2-[1-(2-Fluorobenzyl)-1H-pyrazolo[3,4-b]pyridin-3-yl]-4-iodo-5,5-dimethyl-5,7-dihydro-6H-pyrrolo[2,3-d]pyrimidin-6-one). The reagents and catalysts are [Cu-]=O (copper(I) oxide). Solvent: C(C)#N (acetonitrile). Reaction conditions: temperature 200 celsius. Yields the product FC1=C(CN2N=C(C=3C2=NC=CC3)C=3N=C(C2=C(N3)NC(C2(C)C)=O)N2C(CCC(C2)C(F)(F)F)=O)C=CC=C1 (2-[1-(2-Fluorobenzyl)-1H-pyrazolo[3,4-b]pyridin-3-yl]-5,5-dimethyl-4-[2-oxo-5-(trifluoromethyl)piperidin-1-yl]-5,7-dihydro-6H-pyrrolo[2,3-d]pyrimidin-6-one). As a reaction SMILES: [F:1][C:2]1[CH:30]=[CH:29][CH:28]=[CH:27][C:3]=1[CH2:4][N:5]1[C:9]2=[N:10][CH:11]=[CH:12][CH:13]=[C:8]2[C:7]([C:14]2[N:15]=[C:16](I)[C:17]3[C:22]([CH3:24])([CH3:23])[C:21](=[O:25])[NH:20][C:18]=3[N:19]=2)=[N:6]1.[F:31][C:32]([F:41])([F:40])[CH:33]1[CH2:38][NH:37][C:36](=[O:39])[CH2:35][CH2:34]1.C(=O)([O-])[O-].[Cs+].[Cs+].OC1C=CC=CC=1C=NO>C(#N)C.[Cu-]=O>[F:1][C:2]1[CH:30]=[CH:29][CH:28]=[CH:27][C:3]=1[CH2:4][N:5]1[C:9]2=[N:10][CH:11]=[CH:12][CH:13]=[C:8]2[C:7]([C:14]2[N:15]=[C:16]([N:37]3[CH2:38][CH:33]([C:32]([F:40])([F:41])[F:31])[CH2:34][CH2:35][C:36]3=[O:39])[C:17]3[C:22]([CH3:24])([CH3:23])[C:21](=[O:25])[NH:20][C:18]=3[N:19]=2)=[N:6]1 |f:2.3.4|. Procedure details: Under argon atmosphere, 200 mg (purity 62%, 0.24 mmol) of 2-[1-(2-fluorobenzyl)-1H-pyrazolo[3,4-b]pyridin-3-yl]-4-iodo-5,5-dimethyl-5,7-dihydro-6H-pyrrolo[2,3-d]pyrimidin-6-one (example 15A) was suspended in 2.5 ml of absolute acetonitrile, and 806 mg (4.82 mmol) of 5-(trifluoromethyl)piperidin-2-one, 157 mg (0.48 mmol) of caesium carbonate, 7 mg (0.05 mmol) of copper(I) oxide and 26 mg (0.19 mmol) of 2-hydroxybenzaldehyde-oxime were added. The mixture was heated in the microwave for 1 h at 200°... Reactants: C(C)(C)(C)OC(NCCBr)=O ((2-Bromoethyl)carbamic acid tert-butyl ester), C(#N)C1=C(C=C(C(=O)OC)C=C1)O (methyl 4-cyano-3-hydroxybenzoate), C(=O)([O-])[O-].[Cs+].[Cs+] (Cs2CO3). Solvent: CN(C)C=O (DMF). Run at time 2 hour. The product is COC(C1=CC(=C(C=C1)C#N)OCCNC(=O)OC(C)(C)C)=O (3-(2-tert-Butoxycarbonylamino-ethoxy)-4-cyano-benzoic acid methyl ester). RXN SMILES: [C:1]([O:5][C:6](=[O:11])[NH:7][CH2:8][CH2:9]Br)([CH3:4])([CH3:3])[CH3:2].[C:12]([C:14]1[CH:23]=[CH:22][C:17]([C:18]([O:20][CH3:21])=[O:19])=[CH:16][C:15]=1[OH:24])#[N:13].C([O-])([O-])=O.[Cs+].[Cs+]>CN(C=O)C>[CH3:21][O:20][C:18](=[O:19])[C:17]1[CH:22]=[CH:23][C:14]([C:12]#[N:13])=[C:15]([O:24][CH2:9][CH2:8][NH:7][C:6]([O:5][C:1]([CH3:4])([CH3:3])[CH3:2])=[O:11])[CH:16]=1 |f:2.3.4|. Procedure details: (2-Bromoethyl)carbamic acid tert-butyl ester (700 mg, 3.12 mmol) from step 1 and 4-cyano-3-hydroxybenzoic acid methyl ester (Example 34 Step 3, 550 mg, 3.12 mmol) was dissolved in DMF (4.5 ml). Cs2CO3 (2.03 g, 6.24 mmol) was added and the reaction stirred at room temperature for 2 hours. The reaction mixture was filtered through celite and washed with DMF (3×10 mL). The DMF was removed in vacuo. The residue was purified by flash chromatography (12% EtOAc/Hexane) to yield the desired product. The reactants are [Li]CCCC (n-BuLi), CP(OC)(OC)=O (dimethyl methylphosphonate), C(CCCC)(=O)OC (Methyl valerate). Run in C1CCOC1 (THF). Run at time 30 minute. Product: O=C(CP(OC)(OC)=O)CCCC (Dimethyl 2-oxohexylphosphonate). Yield: 96.1%. RXN SMILES: [CH3:1][P:2](=[O:7])([O:5][CH3:6])[O:3][CH3:4].[Li]CCCC.[C:13](OC)(=[O:18])[CH2:14][CH2:15][CH2:16][CH3:17]>C1COCC1>[O:18]=[C:13]([CH2:14][CH2:15][CH2:16][CH3:17])[CH2:1][P:2](=[O:7])([O:5][CH3:6])[O:3][CH3:4]. Procedure: To a solution of dimethyl methylphosphonate (3.25 mL, 30 mmol) in anhydrous THF (30 mL), cooled at −78° C. was added n-BuLi (1.6 M in hexane, 20.6 mL, 33 mmol). The mixture was stirred for 30 minutes at this temperature under nitrogen. Methyl valerate (2.0 mL, 15 mmol) was added dropwise for 10 minutes. The mixture was stirred for 2 hours at −78° C., gradually was warm to room temperature. The mixture was quenched with addition of 1N HCl to pH 4-5. The organic layer was separated, washed with br...